Dataset: the Open Reaction Database (ORD), a public repository of structured organic reaction records. Task: describe an organic reaction: reactants, conditions, products, and yield Reactants: CC(C)(C)OC(=O)NC(Cc1ccc(Cl)cc1)C(=O)NN1CC(NC2CCCCC2)C1, CC(C)C(=O)Cl, CC(C)C(=O)N(C1CCCCC1)C1CCNC1. Product: CC(C)C(=O)N(C1CCCCC1)C1CN(NC(=O)C(Cc2ccc(Cl)cc2)NC(=O)OC(C)(C)C)C1. RXN SMILES: [C:18](=[O:19])([O:20][C:21]([CH3:22])([CH3:23])[CH3:24])[NH:25][CH:26]([C:27](=[O:28])[NH:29][N:30]1[CH2:31][CH:32]([NH:33][CH:34]2[CH2:35][CH2:36][CH2:37][CH2:38][CH2:39]2)[CH2:40]1)[CH2:41][c:42]1[cH:43][cH:44][c:45]([Cl:48])[cH:46][cH:47]1.[C:49]([Cl:50])(=[O:51])[CH:52]([CH3:53])[CH3:54].[CH:1]1([N:7]([CH:8]2[CH2:9][NH:10][CH2:11][CH2:12]2)[C:13]([CH:14]([CH3:15])[CH3:16])=[O:17])[CH2:2][CH2:3][CH2:4][CH2:5][CH2:6]1>>[CH:1]1([N:7]([CH:8]2[CH2:9][N:10]([NH:29][C:27]([CH:26]([NH:25][C:18](=[O:19])[O:20][C:21]([CH3:22])([CH3:23])[CH3:24])[CH2:41][c:42]3[cH:43][cH:44][c:45]([Cl:48])[cH:46][cH:47]3)=[O:28])[CH2:12]2)[C:13]([CH:14]([CH3:15])[CH3:16])=[O:17])[CH2:2][CH2:3][CH2:4][CH2:5][CH2:6]1.